Dataset: the Open Reaction Database (ORD), a public repository of structured organic reaction records. Task: describe an organic reaction: reactants, conditions, products, and yield Reagents/catalysts: [Pd] (Pd/C). Reactants: FC1=C(C(=CC(=C1F)OCC)C)C=CC1CCC(CC1)CCCCC (1-(2,3-difluoro-4-ethoxy-6-methylphenyl)-2-(4-pentylcyclohexyl)ethene), [H][H] (hydrogen). Reported procedure: 0.27 g of Pd/C was added to 6.53 g of the compound 1-1-3-18 having been dissolved in 50 mL of toluene and 50 mL of Solmix, and under a hydrogen atmosphere, the mixture was stirred at room temperature until hydrogen was not absorbed. Pd/C was removed, and the solvent was distilled off. The residue was purified by silica gel column chromatography and recrystallization to obtain 1.8 g of 1-(2,3-difluoro-4-ethoxy-6-methylphenyl)-2-(4-pentylcyclohexyl)ethane (Compound 1-1-3-5) as colorless crystals. As a reaction SMILES: [F:1][C:2]1[C:7]([F:8])=[C:6]([O:9][CH2:10][CH3:11])[CH:5]=[C:4]([CH3:12])[C:3]=1[CH:13]=[CH:14][CH:15]1[CH2:20][CH2:19][CH:18]([CH2:21][CH2:22][CH2:23][CH2:24][CH3:25])[CH2:17][CH2:16]1.[H][H]>C1(C)C=CC=CC=1.[Pd]>[F:1][C:2]1[C:7]([F:8])=[C:6]([O:9][CH2:10][CH3:11])[CH:5]=[C:4]([CH3:12])[C:3]=1[CH2:13][CH2:14][CH:15]1[CH2:20][CH2:19][CH:18]([CH2:21][CH2:22][CH2:23][CH2:24][CH3:25])[CH2:17][CH2:16]1. Run in C1(=CC=CC=C1)C (toluene). The yield is 27.4%. Product: FC1=C(C(=CC(=C1F)OCC)C)CCC1CCC(CC1)CCCCC (1-(2,3-difluoro-4-ethoxy-6-methylphenyl)-2-(4-pentylcyclohexyl)ethane). Reactants: C([O-])(O)=O.[Na+] (sodium bicarbonate), O1C(OCCC1)C1=C(C=C(C=C1C)C=1SC2=NC(=CC=C2N1)C1(CC1)C1=CC=CC=C1)C (2-(4-(1,3-dioxan-2-yl)-3,5-dimethylphenyl)-5-(1-phenyl-cyclopropyl)thiazolo[5,4-b]pyridine), Cl (hydrochloric acid), [OH-].[Na+] (NaOH). Solvent: CCOC(=O)C (EtOAc), O (water), C1CCOC1 (THF). Run at temperature 60 celsius, time 2 hour. The product is CC1=C(C=O)C(=CC(=C1)C=1SC2=NC(=CC=C2N1)C1(CC1)C1=CC=CC=C1)C (2,6-dimethyl-4-(5-(1-phenylcyclopropyl)thiazolo[5,4-b]-pyridine-2-yl)benzaldehyde). RXN SMILES: [O:1]1CCCO[CH:2]1[C:7]1[C:12]([CH3:13])=[CH:11][C:10]([C:14]2[S:15][C:16]3[C:21]([N:22]=2)=[CH:20][CH:19]=[C:18]([C:23]2([C:26]4[CH:31]=[CH:30][CH:29]=[CH:28][CH:27]=4)[CH2:25][CH2:24]2)[N:17]=3)=[CH:9][C:8]=1[CH3:32].Cl.[OH-].[Na+].C(=O)(O)[O-].[Na+]>C1COCC1.CCOC(C)=O.O>[CH3:13][C:12]1[CH:11]=[C:10]([C:14]2[S:15][C:16]3[C:21]([N:22]=2)=[CH:20][CH:19]=[C:18]([C:23]2([C:26]4[CH:31]=[CH:30][CH:29]=[CH:28][CH:27]=4)[CH2:25][CH2:24]2)[N:17]=3)[CH:9]=[C:8]([CH3:32])[C:7]=1[CH:2]=[O:1] |f:2.3,4.5|. Procedure details: A mixture of 2-(4-(1,3-dioxan-2-yl)-3,5-dimethylphenyl)-5-(1-phenyl-cyclopropyl)thiazolo[5,4-b]pyridine (96.0 mg, 217 μmol) and hydrochloric acid (5.0M, aq; 1.5 mL, 7500 μmol) in THF (3.0 mL) was heated at 60° C. in a sealed flask under argon. After 2 h, the reaction mixture was allowed to cool to 25° C. The resulting mixture was diluted with EtOAc (50 mL) and water (20 mL), neutralized with 5.0N NaOH (1.5 mL), and saturated aqueous sodium bicarbonate (10 mL) was added. The organic layer was the... The reactants are CC(C)(C)OC(=O)N1CCNCC1, CC(C)(C)[O-], Cc1ccccc1, Clc1ncccc1I, [Na+], O=C(C=Cc1ccccc1)C=Cc1ccccc1, O=C(C=Cc1ccccc1)C=Cc1ccccc1, O=C(C=Cc1ccccc1)C=Cc1ccccc1, [Pd], [Pd], CC1(C)c2cccc(P(c3ccccc3)c3ccccc3)c2Oc2c(P(c3ccccc3)c3ccccc3)cccc21. RXN SMILES: [C:9]([CH3:10])([CH3:11])([CH3:12])[O:13][C:14](=[O:15])[N:16]1[CH2:17][CH2:18][NH:19][CH2:20][CH2:21]1.[CH3:64][C:65]([CH3:66])([O-:67])[CH3:68].[CH3:70][c:71]1[cH:72][cH:73][cH:74][cH:75][cH:76]1.[Cl:1][c:2]1[n:3][cH:4][cH:5][cH:6][c:7]1[I:8].[Na+:69].[O:115]=[C:116]([CH:117]=[CH:118][c:119]1[cH:120][cH:121][cH:122][cH:123][cH:124]1)[CH:125]=[CH:126][c:127]1[cH:128][cH:129][cH:130][cH:131][cH:132]1.[O:79]=[C:80]([CH:81]=[CH:82][c:83]1[cH:84][cH:85][cH:86][cH:87][cH:88]1)[CH:89]=[CH:90][c:91]1[cH:92][cH:93][cH:94][cH:95][cH:96]1.[O:97]=[C:98]([CH:99]=[CH:100][c:101]1[cH:102][cH:103][cH:104][cH:105][cH:106]1)[CH:107]=[CH:108][c:109]1[cH:110][cH:111][cH:112][cH:113][cH:114]1.[Pd:77].[Pd:78].[c:22]1([P:23]([c:24]2[cH:25][cH:26][cH:27][cH:28][cH:29]2)[c:30]2[c:31]3[c:55]([cH:56][cH:57][cH:58]2)[C:52]([CH3:53])([CH3:54])[c:34]2[c:33]([c:38]([P:39]([c:40]4[cH:41][cH:42][cH:43][cH:44][cH:45]4)[c:46]4[cH:47][cH:48][cH:49][cH:50][cH:51]4)[cH:37][cH:36][cH:35]2)[O:32]3)[cH:59][cH:60][cH:61][cH:62][cH:63]1>>[Cl:1][c:2]1[n:3][cH:4][cH:5][cH:6][c:7]1[N:19]1[CH2:18][CH2:17][N:16]([C:14]([O:13][C:9]([CH3:10])([CH3:11])[CH3:12])=[O:15])[CH2:21][CH2:20]1. Product: CC(C)(C)OC(=O)N1CCN(c2cccnc2Cl)CC1.